From a dataset of the Open Reaction Database (ORD), a public repository of structured organic reaction records. describe an organic reaction: reactants, conditions, products, and yield The reactants are COC1=CC=C(CNC2=NC=CC(=C2)OC2=CC=C3CCC(CC3=C2)C(=O)O)C=C1 (7-({2-[(4-methoxybenzyl)amino]pyridin-4-yl}oxy)-1,2,3,4-tetrahydronaphthalene-2-carboxylic acid), C1(=CC=CC=C1)OC (anisole), C(=O)(C(F)(F)F)OC(=O)C(F)(F)F (TFAA). The solvent is C(Cl)Cl (DCM). The product is NC1=NC=CC(=C1)OC1=CC=C2CCC(CC2=C1)C(=O)O (7-[(2-aminopyridin-4-yl)oxy]-1,2,3,4-tetrahydronaphthalene-2-carboxylic acid). The yield is 94.5%. RXN SMILES: COC1C=CC(C[NH:8][C:9]2[CH:14]=[C:13]([O:15][C:16]3[CH:25]=[C:24]4[C:19]([CH2:20][CH2:21][CH:22]([C:26]([OH:28])=[O:27])[CH2:23]4)=[CH:18][CH:17]=3)[CH:12]=[CH:11][N:10]=2)=CC=1.C1(OC)C=CC=CC=1.C(OC(C(F)(F)F)=O)(C(F)(F)F)=O>C(Cl)Cl>[NH2:8][C:9]1[CH:14]=[C:13]([O:15][C:16]2[CH:25]=[C:24]3[C:19]([CH2:20][CH2:21][CH:22]([C:26]([OH:28])=[O:27])[CH2:23]3)=[CH:18][CH:17]=2)[CH:12]=[CH:11][N:10]=1. Procedure: A solution of 7-({2-[(4-methoxybenzyl)amino]pyridin-4-yl}oxy)-1,2,3,4-tetrahydronaphthalene-2-carboxylic acid (21.5 g, 0.0532 mol), anisole (52 mL, 0.48 mol) and TFAA (100 mL, 2 mol) in DCM (400 mL) was stirred at 37° C. overnight. The solvent was removed by evaporation at 30° C. To the resulting mixture was added 1N NaOH (300 mL) and the solution was extracted with ether. The aqueous solution was acidified with conc. HCl to pH=3. The water layer was discarded, the residue was washed with water ... The reactants are C1(CCCCC1)N=C=NC1CCCCC1 (N,N'-dicyclohexylcarbodiimide), ClC1=CC(=C(C=C1O)N1C(=NC(=C(C1=O)F)C(C(F)(F)F)(F)F)OC)F (1-(4-chloro-2-fluoro-5-hydroxyphenyl)-5-fluoro-2-methoxy-4-pentafluoroethyl-6(1H)-pyrimidinone), C(CCC#C)(=O)O (4-pentynoic acid), N1(CCCC1)C1=CC=NC=C1 (4-pyrrolidino-pyridine). Run in C(Cl)Cl (methylene chloride). Run at time 5 hour. The product is C(CCC#C)(=O)OC1=C(C=C(C(=C1)N1C(=NC(=C(C1=O)F)C(C(F)(F)F)(F)F)OC)F)Cl (2-chloro-4-fluoro-5-[5-fluoro-2 -methoxy-6-oxo-4-pentafluoroethyl-1(6H)-pyrimidinyl]-phenyl 4-pentynoate). As a reaction SMILES: C1(N=C=NC2CCCCC2)CCCCC1.[Cl:16][C:17]1[C:22]([OH:23])=[CH:21][C:20]([N:24]2[C:29](=[O:30])[C:28]([F:31])=[C:27]([C:32]([F:38])([F:37])[C:33]([F:36])([F:35])[F:34])[N:26]=[C:25]2[O:39][CH3:40])=[C:19]([F:41])[CH:18]=1.[C:42](O)(=[O:47])[CH2:43][CH2:44][C:45]#[CH:46].N1(C2C=CN=CC=2)CCCC1>C(Cl)Cl>[C:42]([O:23][C:22]1[CH:21]=[C:20]([N:24]2[C:29](=[O:30])[C:28]([F:31])=[C:27]([C:32]([F:37])([F:38])[C:33]([F:34])([F:36])[F:35])[N:26]=[C:25]2[O:39][CH3:40])[C:19]([F:41])=[CH:18][C:17]=1[Cl:16])(=[O:47])[CH2:43][CH2:44][C:45]#[CH:46]. Reported procedure: 0.74 g of N,N'-dicyclohexylcarbodiimide is added while stirring at room temperature to a solution of 1.60 g of 1-(4-chloro-2-fluoro-5-hydroxyphenyl)-5-fluoro-2-methoxy-4-pentafluoroethyl-6(1H)-pyrimidinone, 0.30 g of 4-pentynoic acid and 0.05 g of 4-pyrrolidino-pyridine in 50 ml of methylene chloride and the mixture is stirred at room temperature for 5 hours. Insoluble constituents are subsequently filtered off under suction and the filtrate is evaporated to dryness. The residue is purified by c... The reactants are O (water), ClC1=C(C=CC(=C1)C#N)CCC(=O)O (3-(2-chloro-4-cyanophenyl)-propanoic acid), B2H6. Run in C1CCOC1 (THF), C1CCOC1 (THF). Reaction conditions: time 8 hour. Yields the product ClC1=C(C=CC(=C1)C#N)CCCO (3-(2-chloro-4-cyanophenyl)propanol). As a reaction SMILES: [Cl:1][C:2]1[CH:7]=[C:6]([C:8]#[N:9])[CH:5]=[CH:4][C:3]=1[CH2:10][CH2:11][C:12](O)=[O:13].[H]1[BH2][H][BH2]1.O>C1COCC1>[Cl:1][C:2]1[CH:7]=[C:6]([C:8]#[N:9])[CH:5]=[CH:4][C:3]=1[CH2:10][CH2:11][CH2:12][OH:13]. Procedure: To 3-(2-chloro-4-cyanophenyl)-propanoic acid (14.3 g, 0.068 mol) in 70 mL of dry THF at -18° C. was added B2H6 (72 ml, 0.068 mol) in THF. The mixture was stirred at room temperature overnight. After addition of water, the layers were separated and the aqueous phase was extracted with ether. Evaporation and distillation gave 3-(2-chloro-4-cyanophenyl)propanol as an oil: 11.0 g; bp 55°-60° C. (0.005 mm Hg). Anal. calcd for C10H10ClNO: C, 61.39; H, 5.15; N, 7.16. Found: C, 61.02; H, 5.19; N, 6.76. ... Isolated yield 91.2%. Procedure: A solution of 1-(4-methoxycarbonylphenyl)-4-(4-n-pentyloxyphenyl)butane-1,4-dione (765 mg) and p-toluenesulfonic acid monohydrate (8 mg) in toluene (10 ml) was refluxed for 6 hours. The reaction mixture was diluted with dichloromethane, washed with water and brine, and dried over magnesium sulfate. The solvents were removed under reduced pressure and the precipitate was triturated with methanol, collected by filtration, washed with methanol and dried under reduced pressure to give methyl 4-[5-(4... RXN SMILES: [CH3:1][O:2][C:3]([C:5]1[CH:10]=[CH:9][C:8]([C:11](=[O:28])[CH2:12][CH2:13][C:14]([C:16]2[CH:21]=[CH:20][C:19]([O:22][CH2:23][CH2:24][CH2:25][CH2:26][CH3:27])=[CH:18][CH:17]=2)=O)=[CH:7][CH:6]=1)=[O:4].O.C1(C)C=CC(S(O)(=O)=O)=CC=1>C1(C)C=CC=CC=1.ClCCl>[CH2:23]([O:22][C:19]1[CH:20]=[CH:21][C:16]([C:14]2[O:28][C:11]([C:8]3[CH:9]=[CH:10][C:5]([C:3]([O:2][CH3:1])=[O:4])=[CH:6][CH:7]=3)=[CH:12][CH:13]=2)=[CH:17][CH:18]=1)[CH2:24][CH2:25][CH2:26][CH3:27] |f:1.2|. The reactants are COC(=O)C1=CC=C(C=C1)C(CCC(=O)C1=CC=C(C=C1)OCCCCC)=O (1-(4-methoxycarbonylphenyl)-4-(4-n-pentyloxyphenyl)butane-1,4-dione), O.C1(=CC=C(C=C1)S(=O)(=O)O)C (p-toluenesulfonic acid monohydrate). The product is C(CCCC)OC1=CC=C(C=C1)C1=CC=C(O1)C1=CC=C(C(=O)OC)C=C1 (methyl 4-[5-(4-n-pentyloxyphenyl)furan-2-yl]benzoate). The solvent is C1(=CC=CC=C1)C (toluene), ClCCl (dichloromethane). The product is S1C=CC2=C1CCCC2N (4,5,6,7-tetrahydro-1-benzothiophen-4-amine). Procedure details: Following the procedure for the preparation of 4,5,6,7-tetrahydro-1-benzofuran-4-amine but substituting 6,7-dihydro-1-benzothiophen-4(5H)-one and making non-critical variations provided the title compound as a oil: 1H NMR (400 MHz, CDCl3) δ 7.09, 7.02, 3.95, 2.79, 2.03, 1.85, 1.62; 13C NMR (100 MHz, CDCl3) δ 140.51, 137.18, 126.77, 122.66, 47.96, 34.24, 25.48, 21.48; Reactants: O1C=CC2=C1CCCC2N (4,5,6,7-tetrahydro-1-benzofuran-4-amine), S1C=CC2=C1CCCC2=O (6,7-dihydro-1-benzothiophen-4(5H)-one). RXN SMILES: O1[C:5]2[CH2:6][CH2:7][CH2:8][CH:9]([NH2:10])[C:4]=2[CH:3]=[CH:2]1.[S:11]1C2CCCC(=O)C=2C=C1>>[S:11]1[C:5]2[CH2:6][CH2:7][CH2:8][CH:9]([NH2:10])[C:4]=2[CH:3]=[CH:2]1. The reactants are Cl.ClC1=CC=C(C=C1)CC=C1CN2CCC1CC2 (3-[2-(4-chlorophenyl)ethylidene]-1-azabicyclo[2.2.2]octane hydrochloride), C(C)(=O)O (acetic acid), [H][H] (hydrogen). Reagents/catalysts: [Pd] (Pd/C). Run in O (water). Product: Cl.ClC1=CC=C(C=C1)CCC1CN2CCC1CC2 (3-[2-(4-Chlorophenyl)ethyl]-1-azabicyclo[2.2.2]octane hydrochloride). RXN SMILES: Cl.[Cl:2][C:3]1[CH:8]=[CH:7][C:6]([CH2:9][CH:10]=[C:11]2[CH:16]3[CH2:17][CH2:18][N:13]([CH2:14][CH2:15]3)[CH2:12]2)=[CH:5][CH:4]=1.C(O)(=O)C.[H][H]>[Pd].O>[ClH:2].[Cl:2][C:3]1[CH:8]=[CH:7][C:6]([CH2:9][CH2:10][CH:11]2[CH:16]3[CH2:15][CH2:14][N:13]([CH2:18][CH2:17]3)[CH2:12]2)=[CH:5][CH:4]=1 |f:0.1,6.7|. Procedure details: Combine 2.0 g (7 mmole) of 3-[2-(4-chlorophenyl)ethylidene]-1-azabicyclo[2.2.2]octane hydrochloride, 40 ml of acetic acid, 0.2 g of 10% Pd/C catalyst and 5 ml of water. Place the mixture in a Parr apparatus and hydrogenate the mixture at ca. 43 p.s.i. Follow the reaction by the uptake of hydrogen. When the theoretical amount of hydrogen has been absorbed stop the reaction. Remove the catalyst by filtration and wash the catalyst with 40 ml of acetic acid. Remove the solvent from the filtrate in v... Reactants: CC(=O)c1ccc(OCCCC(=O)O)cc1, CC(=O)O, CCOC(C)=O, C=[N+]=[N-]. Yields the product COC(=O)CCCOc1ccc(C(C)=O)cc1. RXN SMILES: [C:1]([CH3:2])(=[O:3])[c:4]1[cH:5][cH:6][c:7]([O:8][CH2:9][CH2:10][CH2:11][C:12](=[O:13])[OH:14])[cH:15][cH:16]1.[CH3:20][C:21](=[O:22])[OH:23].[CH3:24][CH2:25][O:26][C:27](=[O:28])[CH3:29].[N+:17](=[N-:18])=[CH2:19]>>[C:1]([CH3:2])(=[O:3])[c:4]1[cH:5][cH:6][c:7]([O:8][CH2:9][CH2:10][CH2:11][C:12](=[O:13])[O:14][CH3:19])[cH:15][cH:16]1. Reactants: C(C#C)C1CCN(CC1)C(=O)OCC1=CC=C(C=C1)[N+](=O)[O-] (4-nitrobenzyl 4-(prop-2-ynyl)piperidine-1-carboxylate), JR28-109, IC=1N=C(C=2N=CN([C@H]3[C@H](O)[C@H](O)[C@@H](CO)O3)C2N1)N (2-iodoadenosine). Yields the product [N+](=O)([O-])C1=CC=C(COC(=O)N2CCC(CC2)CC#CC=2N=C(C=3N=CN([C@H]4[C@H](O)[C@H](O)[C@@H](CO)O4)C3N2)N)C=C1 (2-{3-[1-((4-Nitro)benzyloxycarbanoyl)piperidin-4-yl]propyn-1-yl}adenosine). As a reaction SMILES: [CH2:1]([CH:4]1[CH2:9][CH2:8][N:7]([C:10]([O:12][CH2:13][C:14]2[CH:19]=[CH:18][C:17]([N+:20]([O-:22])=[O:21])=[CH:16][CH:15]=2)=[O:11])[CH2:6][CH2:5]1)[C:2]#[CH:3].I[C:24]1[N:25]=[C:26]([NH2:42])[C:27]2[N:28]=[CH:29][N:30]([C:40]=2[N:41]=1)[C@@H:31]1[O:39][C@H:36]([CH2:37][OH:38])[C@@H:34]([OH:35])[C@H:32]1[OH:33]>>[N+:20]([C:17]1[CH:18]=[CH:19][C:14]([CH2:13][O:12][C:10]([N:7]2[CH2:6][CH2:5][CH:4]([CH2:1][C:2]#[C:3][C:24]3[N:25]=[C:26]([NH2:42])[C:27]4[N:28]=[CH:29][N:30]([C:40]=4[N:41]=3)[C@@H:31]3[O:39][C@H:36]([CH2:37][OH:38])[C@@H:34]([OH:35])[C@H:32]3[OH:33])[CH2:9][CH2:8]2)=[O:11])=[CH:15][CH:16]=1)([O-:22])=[O:21]. Procedure: Batch: AB-10-021. 4-nitrobenzyl 4-(prop-2-ynyl)piperidine-1-carboxylate, batch JR28-109 (0.743 g, 2.458 mmol) was added to a solution of 2-iodoadenosine (0.658 g, 1.674 mmol) according to general procedure 2. Yield: 0.694 g, 42%. 1H NMR (CD3OD) δ 8.29 (s, 1H), 8.18-7.56 (2×d, 4H), 5.94 (d, 1H), 5.23 (s, 2H), 4.69 (m, 2H), 4.31-4.14 (2×m, 3H), 3.84-3.74 (2×d, 2H), 3.10-2.90 (bs, 4H), 2.44 (d, 5H), 1.91-1.40 (2×m, 5H). m/z MH+=568.10. HPLC rt=5.8 min.